Dataset: the Open Reaction Database (ORD), a public repository of structured organic reaction records. Task: describe an organic reaction: reactants, conditions, products, and yield Starting materials: C(C)(=O)O[C@H]1[C@@H](C(N1)=O)NC(C1=CC=CC=C1)(C1=CC=CC=C1)C1=CC=CC=C1 ((3S,4S)-4-acetoxy-3-tritylamino-2-oxoazetidine), C(C)(=S)[O-].[K+] (potassium thioacetate). The solvent is CO (methanol), O (water). Run at time 30 minute. The product is C(C)(=O)S[C@@H]1[C@@H](C(N1)=O)NC(C1=CC=CC=C1)(C1=CC=CC=C1)C1=CC=CC=C1 ((3R,4R)-4-acetylthio-3-tritylamino-2-oxoazetidine). Yield: 26.7%. Reaction SMILES: C([O:4][C@@H:5]1[NH:8][C:7](=O)[C@H:6]1[NH:10][C:11]([C:24]1[CH:29]=[CH:28][CH:27]=[CH:26][CH:25]=1)([C:18]1[CH:23]=[CH:22][CH:21]=[CH:20][CH:19]=1)[C:12]1[CH:17]=[CH:16][CH:15]=[CH:14][CH:13]=1)(=O)C.[C:30]([O-:33])(=[S:32])[CH3:31].[K+]>CO.O>[C:30]([S:32][C@H:7]1[NH:8][C:5](=[O:4])[C@H:6]1[NH:10][C:11]([C:18]1[CH:23]=[CH:22][CH:21]=[CH:20][CH:19]=1)([C:24]1[CH:29]=[CH:28][CH:27]=[CH:26][CH:25]=1)[C:12]1[CH:13]=[CH:14][CH:15]=[CH:16][CH:17]=1)(=[O:33])[CH3:31] |f:1.2|. Procedure details: To a solution of 0.7 g of (3S,4S)-4-acetoxy-3-tritylamino-2-oxoazetidine in 10 ml of methanol is added a solution of 0.25 g of potassium thioacetate in 2 ml of water. The mixture is stirred for 30 minutes at 55°-60° C. Methanol is distilled off under reduced pressure. To the residue is added ethyl acetate, followed by washing with water, drying and concentration under reduced pressure. The residue is purified on a silica-gel column (ethyl acetate:n-hexane=1:1) to give 0.195 g of (3R,4R)-4-acetyl... Starting materials: C1CCC2=NCCCN2CC1, CCOC(=O)CP(=O)(OCC)OCC, CC#N, COc1ccc(-c2ncc(C=O)n2C2CC2)cc1, O. Product: CCOC(=O)C=Cc1cnc(-c2ccc(OC)cc2)n1C1CC1. Reaction SMILES: [CH2:33]1[CH2:34][CH2:35][C:36]2=[N:41][CH2:40][CH2:39][CH2:38][N:37]2[CH2:42][CH2:43]1.[CH3:19][CH2:20][O:21][C:22](=[O:23])[CH2:24][P:25]([O:26][CH2:27][CH3:28])([O:29][CH2:30][CH3:31])=[O:32].[CH3:44][C:45]#[N:46].[CH:1]1([n:4]2[c:5](-[c:11]3[cH:12][cH:13][c:14]([O:17][CH3:18])[cH:15][cH:16]3)[n:6][cH:7][c:8]2[CH:9]=[O:10])[CH2:2][CH2:3]1.[OH2:47]>>[CH:1]1([n:4]2[c:5](-[c:11]3[cH:12][cH:13][c:14]([O:17][CH3:18])[cH:15][cH:16]3)[n:6][cH:7][c:8]2[CH:9]=[CH:24][C:22]([O:21][CH2:20][CH3:19])=[O:23])[CH2:2][CH2:3]1. The reactants are Cc1cc(Cl)ccc1S(C)(=O)=O, Oc1ccc(Cl)c(Cl)c1, [K+], [K+], O=C([O-])[O-], O=S1(=O)CCCC1. Product: Cc1cc(Oc2ccc(Cl)c(Cl)c2)ccc1S(C)(=O)=O. Reaction SMILES: [CH3:1][S:2](=[O:3])(=[O:4])[c:5]1[c:6]([CH3:12])[cH:7][c:8]([Cl:11])[cH:9][cH:10]1.[Cl:13][c:14]1[cH:15][c:16]([OH:21])[cH:17][cH:18][c:19]1[Cl:20].[K+:22].[K+:23].[O-:24][C:25]([O-:26])=[O:27].[S:28]1(=[O:33])(=[O:34])[CH2:29][CH2:30][CH2:31][CH2:32]1>>[CH3:1][S:2](=[O:3])(=[O:4])[c:5]1[c:6]([CH3:12])[cH:7][c:8]([O:21][c:16]2[cH:15][c:14]([Cl:13])[c:19]([Cl:20])[cH:18][cH:17]2)[cH:9][cH:10]1. Starting materials: C(C)[C@]12[C@@](CC[C@H]2[C@H]2[C@H](CC1)C=1CC=C(CC1CC2)OC)(C(C)O)O (13-ethyl-17β-hydroxy-17-(1-hydroxyethyl)-3-methoxygona-2,5(10)-diene). Solvent: Cl.CO.O (hydrochloric acid methanol water). Yields the product C(C)[C@]12[C@@](CC[C@H]2[C@H]2[C@H](CC1)[C@H]1CCC(C=C1CC2)=O)(C(C)O)O (13-Ethyl-17β-hydroxy-17-(1-hydroxyethyl)gon-4-en-3-one). The yield is 53.6%. As a reaction SMILES: [CH2:1]([C@:3]12[CH2:11][CH2:10][C@@H:9]3[C:12]4[CH2:13][CH:14]=[C:15]([O:20]C)[CH2:16][C:17]=4[CH2:18][CH2:19][C@H:8]3[C@@H:7]1[CH2:6][CH2:5][C@@:4]2([OH:25])[CH:22]([OH:24])[CH3:23])[CH3:2]>Cl.CO.O>[CH2:1]([C@:3]12[CH2:11][CH2:10][C@@H:9]3[C@@H:12]4[C:17]([CH2:18][CH2:19][C@H:8]3[C@@H:7]1[CH2:6][CH2:5][C@@:4]2([OH:25])[CH:22]([OH:24])[CH3:23])=[CH:16][C:15](=[O:20])[CH2:14][CH2:13]4)[CH3:2] |f:1.2.3|. Reported procedure: Hydrolyze dl-13-ethyl-17β-hydroxy-17-(1-hydroxyethyl)-3-methoxygona-2,5(10)-diene (0.70 g) in hydrochloric acid-methanol-water. Recrystallize from ethyl acetate to obtain the title compound (0.36 g), m.p. 159°-164°; ultraviolet absorption peak at 240 mμ (ε15,230), infrared absorption peaks at 3.0 μ (strong), 6.05 μ. The reactants are FC1=CC=C(C=C1)N=C1NCCN1 (2-(4-fluoro-phenylimino)-imidazolidine), BrBr (bromine). The solvent is C(Cl)(Cl)Cl (chloroform). Yields the product Br.BrC=1C=C(C=CC1F)N=C1NCCN1 (2-(3-bromo-4-fluoro-phenyl-imino)-imidazolidine hydrobromide). Reaction SMILES: [F:1][C:2]1[CH:7]=[CH:6][C:5]([N:8]=[C:9]2[NH:13][CH2:12][CH2:11][NH:10]2)=[CH:4][CH:3]=1.[Br:14]Br>C(Cl)(Cl)Cl>[BrH:14].[Br:14][C:7]1[CH:6]=[C:5]([N:8]=[C:9]2[NH:10][CH2:11][CH2:12][NH:13]2)[CH:4]=[CH:3][C:2]=1[F:1] |f:3.4|. Reported procedure: 10.75 gm (0.06 mol) of 2-(4-fluoro-phenylimino)-imidazolidine base were dissolved in 210 ml of chloroform, and the solution was dropwisely admixed with bromine at 10° C. while thoroughly stirring. A solid substance precipitated. The mixture was stirred for 30 minutes at 10° C., then suction-filtered, and the filter cake was thoroughly washed with ether and dried, yielding raw 2-(3-bromo-4-fluoro-phenyl-imino)-imidazolidine hydrobromide, m.p. 137°-139° C. The raw hydrobromide was dissolved in wat...